This data is from the Open Reaction Database (ORD), a public repository of structured organic reaction records. The task is: describe an organic reaction: reactants, conditions, products, and yield The reactants are CCOC(=O)C(CC)(CC)NC(=O)c1ccc(C2CC2)c(Cc2ccc(F)cc2)n1, [Na+], [OH-]. Product: CCC(CC)(NC(=O)c1ccc(C2CC2)c(Cc2ccc(F)cc2)n1)C(=O)O. As a reaction SMILES: [CH:1]1([c:4]2[cH:5][cH:6][c:7]([C:18](=[O:19])[NH:20][C:21]([C:22](=[O:23])[O:24][CH2:25][CH3:26])([CH2:27][CH3:28])[CH2:29][CH3:30])[n:8][c:9]2[CH2:10][c:11]2[cH:12][cH:13][c:14]([F:17])[cH:15][cH:16]2)[CH2:2][CH2:3]1.[Na+:32].[OH-:31]>>[CH:1]1([c:4]2[cH:5][cH:6][c:7]([C:18](=[O:19])[NH:20][C:21]([C:22](=[O:23])[OH:24])([CH2:27][CH3:28])[CH2:29][CH3:30])[n:8][c:9]2[CH2:10][c:11]2[cH:12][cH:13][c:14]([F:17])[cH:15][cH:16]2)[CH2:2][CH2:3]1.